This data is from the Open Reaction Database (ORD), a public repository of structured organic reaction records. The task is: describe an organic reaction: reactants, conditions, products, and yield Starting materials: 2-R-5-(thiazol-2-ylamino)phenol, BrC=1SC=CN1 (2-bromothiazole), NC=1C=C(C=C(C1)O)C (5-amino-3-methylphenol), Cl (HCl), CCO (EtOH). Reaction conditions: temperature 90 celsius, time 24 hour. Yields the product CC1=C(C=C(C=C1)NC=1SC=CN1)O (2-Methyl-5-(thiazol-2-ylamino)phenol). The yield is 74.0%. Reaction SMILES: Br[C:2]1[S:3][CH:4]=[CH:5][N:6]=1.[NH2:7][C:8]1[CH:9]=[C:10](C)[CH:11]=[C:12]([OH:14])[CH:13]=1.Cl.[CH3:17]CO>>[CH3:17][C:11]1[CH:10]=[CH:9][C:8]([NH:7][C:2]2[S:3][CH:4]=[CH:5][N:6]=2)=[CH:13][C:12]=1[OH:14]. Reported procedure: Following the general procedure for the synthesis of 2-R-5-(thiazol-2-ylamino)phenol, 2-bromothiazole (0.27 mL, 3.05 mmol), 5-amino-3-methylphenol (188 mg, 1.5 mmol) and 37% HCl solution (0.26 mL, 3.05 mmol) in 10% aqueous EtOH solution (5 mL) was stirred at 90° C. for 24 h. The title compound was obtained after purification by flash chromatography on silica gel (hexane:EtOAc 1/1) in 74% yield (233 mg).